From a dataset of the Open Reaction Database (ORD), a public repository of structured organic reaction records. describe an organic reaction: reactants, conditions, products, and yield The reactants are [C@@H]1([C@H](O)[C@H](O)[C@@H](CO)O1)N1C(=O)NC(=O)C=C1 (uridine), C(CCC)[Sn](CCCC)=O (dibutyl tin oxide), C(CCC)[C@@]1([C@@H](O[C@@H]([C@H]1OCCCC)C(O)=[SnH2])N1C(=O)NC(=O)C=C1)O (2',3'-O-dibutylstannylene uridine), ICCC (iodopropane). Product: C(CC)O[C@H]1[C@@H](O[C@@H]([C@H]1O)CO)N1C(=O)NC(=O)C=C1 (2'-O-Propyluridine). RXN SMILES: [C@@H:1]1([N:10]2[CH:17]=[CH:16][C:14](=[O:15])[NH:13][C:11]2=[O:12])[O:9][C@H:6]([CH2:7][OH:8])[C@@H:4]([OH:5])[C@H:2]1[OH:3].[CH2:18]([Sn](=O)CCCC)[CH2:19][CH2:20]C.C([C@@]1(O)[C@H](OCCCC)[C@@H](C(=[SnH2])O)O[C@H]1N1C=CC(=O)NC1=O)CCC.ICCC>>[CH2:18]([O:3][C@@H:2]1[C@H:4]([OH:5])[C@@H:6]([CH2:7][OH:8])[O:9][C@H:1]1[N:10]1[CH:17]=[CH:16][C:14](=[O:15])[NH:13][C:11]1=[O:12])[CH2:19][CH3:20]. Reported procedure: As per the procedure of Example 49, uridine (10 g) was treated with dibutyl tin oxide (10.2 g, 1 eq). The resulting 2',3'-O-dibutylstannylene uridine was treated with iodopropane (8 ml, 2 eq.) at 110° C. as per Example 50 to give a mixture of the 2' and 3' isomers (5.5 g) as a foam.